Dataset: the Open Reaction Database (ORD), a public repository of structured organic reaction records. Task: describe an organic reaction: reactants, conditions, products, and yield The reactants are solution, Cl (HCl), BrC=1C(=NC(=NC1)Cl)O (5-bromo-2-chloropyrimidin-4-ol), O (water), CSC1=CC=C(C=C1)N (4-methylsulfanyl-phenylamine). Run in O1CCOCC1 (dioxane), C(C)#N (acetonitrile). The product is BrC=1C(=NC(=NC1)NC1=CC=C(C=C1)SC)O (5-bromo-2-[4-(methylsulfanyl)phenylamino]pyrimidin-4-ol). RXN SMILES: [Br:1][C:2]1[C:3]([OH:9])=[N:4][C:5](Cl)=[N:6][CH:7]=1.[CH3:10][S:11][C:12]1[CH:17]=[CH:16][C:15]([NH2:18])=[CH:14][CH:13]=1.Cl.O>C(#N)C.O1CCOCC1>[Br:1][C:2]1[C:3]([OH:9])=[N:4][C:5]([NH:18][C:15]2[CH:16]=[CH:17][C:12]([S:11][CH3:10])=[CH:13][CH:14]=2)=[N:6][CH:7]=1. Procedure: 9.8 g of 5-bromo-2-chloropyrimidin-4-ol is suspended in 200 ml of acetonitrile. After 7.2 g of 4-methylsulfanyl-phenylamine is added, 12 ml of a 4N solution of HCl in dioxane is added in drops while being stirred vigorously. After drop-by-drop addition of 5 ml of water, the mixture is stirred for 3 hours at 78° C. and for 2 days at room temperature. The mixture is cooled in an ice bath and suctioned off. The filter cake is washed twice with acetonitrile and dried. 15.2 g (92.7% of theory) of the...